This data is from the Open Reaction Database (ORD), a public repository of structured organic reaction records. The task is: describe an organic reaction: reactants, conditions, products, and yield The reactants are CC1=NC(=NC=C1C(=O)O)C1=NC=CC=C1 (4-methyl-2-pyridin-2-yl-pyrimidine-5-carboxylic acid), N1(C=CC2=NC=CC=C21)N (pyrrolo[3,2-b]pyridine-1-ylamine), FC=1C=C2C=CN(C2=CC1)NC(=O)C=1C(=NC(=NC1)C1=NC=CC=C1)C (4-methyl-2-pyridin-2-yl-pyrimidine-5-carboxylic acid (5-fluoro-indol-1-yl)-amide). Yields the product FC=1C=C2C=CN(C2=CC1)NC(=O)C=1C(=NC(=NC1)C=1C=NC=CC1)C (4-Methyl-2-pyridin-3-yl-pyrimidine-5-carboxylic acid (5-fluoro-indol-1-yl)-amide). Reaction SMILES: CC1C(C(O)=O)=CN=C([C:11]2[CH:16]=[CH:15][CH:14]=[CH:13][N:12]=2)N=1.N1(N)C2C(=NC=CC=2)C=C1.[F:27][C:28]1[CH:29]=[C:30]2[C:34](=[CH:35][CH:36]=1)[N:33]([NH:37][C:38]([C:40]1[C:41]([CH3:52])=[N:42][C:43](C3C=CC=CN=3)=[N:44][CH:45]=1)=[O:39])[CH:32]=[CH:31]2>>[F:27][C:28]1[CH:29]=[C:30]2[C:34](=[CH:35][CH:36]=1)[N:33]([NH:37][C:38]([C:40]1[C:41]([CH3:52])=[N:42][C:43]([C:16]3[CH:11]=[N:12][CH:13]=[CH:14][CH:15]=3)=[N:44][CH:45]=1)=[O:39])[CH:32]=[CH:31]2. Reported procedure: Following procedures similar to those of Example 127 but substituting 4-methyl-2-pyridin-3-yl-pyrimidine-5-carboxylic acid for 4-methyl-2-pyridin-2-yl-pyrimidine-5-carboxylic acid, and substituting 5-fluoro-indol-1-ylamine for pyrrolo[3,2-b]pyridine-1-ylamine, there is prepared 4-methyl-2-pyridin-2-yl-pyrimidine-5-carboxylic acid (5-fluoro-indol-1-yl)-amide (34%) as a solid. MS: 348 (M+H); 1H NMR (300 MHz, CD3OD): δ 2.85 (s, 3H), 6.57 (m, H), 7.02 (m, H), 7.23-7.46 (m, 2H), 7.62 (m, H), 8.70 (d,... Starting materials: [OH-].[Na+] (NaOH), C(CCC)OC1=CC2=C(C3(CCCC2(C3O)C)C)C=C1/C=C/C=C/C(=C/C(=O)OCC)/C (ethyl (2E,4E,6E)-(5RS,9SR,10RS)-7-(3-butoxy-10-hydroxy-5,9-dimethyl-6,7,8,9-tetrahydro-5,9-methano-5H-benzocyclohepten-2-yl)-3-methyl-hepta-2,4,6-trienoate), ice HCl ethyl acetate. The solvent is C(C)O.C1CCOC1 (ethanol THF). The product is C(CCC)OC1=CC2=C(C3(CCCC2(C3O)C)C)C=C1/C=C/C=C/C(=C/C(=O)O)/C ((2E,4E,6E)-(5RS,9SR,10RS)-7-(3-butoxy-10-hydroxy-5,9-dimethyl-6,7,8,9-tetrahydro-5,9-methano-5H-benzocyclohepten-2-yl)-3-methyl-hepta-2,4,6-trienoic acid). RXN SMILES: [CH2:1]([O:5][C:6]1[C:20](/[CH:21]=[CH:22]/[CH:23]=[CH:24]/[C:25](/[CH3:32])=[CH:26]/[C:27]([O:29]CC)=[O:28])=[CH:19][C:9]2[C:10]3([CH3:18])[CH:15]([OH:16])[C:14]([CH3:17])([C:8]=2[CH:7]=1)[CH2:13][CH2:12][CH2:11]3)[CH2:2][CH2:3][CH3:4].[OH-].[Na+]>C(O)C.C1COCC1>[CH2:1]([O:5][C:6]1[C:20](/[CH:21]=[CH:22]/[CH:23]=[CH:24]/[C:25](/[CH3:32])=[CH:26]/[C:27]([OH:29])=[O:28])=[CH:19][C:9]2[C:10]3([CH3:18])[CH:15]([OH:16])[C:14]([CH3:17])([C:8]=2[CH:7]=1)[CH2:13][CH2:12][CH2:11]3)[CH2:2][CH2:3][CH3:4] |f:1.2,3.4|. Reported procedure: This ester was dissolved in 7 ml of ethanol/THF=1/1 and treated under argon with 2.1 ml of 2N NaOH. The mixture was left to react at room temperature for 64 h. and then poured into ice/HCl/ethyl acetate. The organic phase was washed twice with water, dried and evaporated. Recrystallization from hexane/ethyl acetate=7/3 yielded 153 mg of (2E,4E,6E)-(5RS,9SR,10RS)-7-(3-butoxy-10-hydroxy-5,9-dimethyl-6,7,8,9-tetrahydro-5,9-methano-5H-benzocyclohepten-2-yl)-3-methyl-hepta-2,4,6-trienoic acid as yell...